Dataset: the Open Reaction Database (ORD), a public repository of structured organic reaction records. Task: describe an organic reaction: reactants, conditions, products, and yield Reactants: CC(=O)O, CC(=O)[O-], CCO, CCc1c(CC=O)cccc1-c1cnc(-c2ccc(OC(C)C)c(Cl)c2)s1, CCOC(=O)C1CCNCC1, [Na+]. The product is CCOC(=O)C1CCN(CCc2cccc(-c3cnc(-c4ccc(OC(C)C)c(Cl)c4)s3)c2CC)CC1. As a reaction SMILES: [CH3:28][C:29](=[O:30])[OH:31].[CH3:33][C:34](=[O:35])[O-:36].[CH3:48][CH2:49][OH:50].[Cl:1][c:2]1[cH:3][c:4](-[c:12]2[s:13][c:14](-[c:17]3[c:18]([CH2:26][CH3:27])[c:19]([CH2:23][CH:24]=[O:25])[cH:20][cH:21][cH:22]3)[cH:15][n:16]2)[cH:5][cH:6][c:7]1[O:8][CH:9]([CH3:10])[CH3:11].[NH:37]1[CH2:38][CH2:39][CH:40]([C:43](=[O:44])[O:45][CH2:46][CH3:47])[CH2:41][CH2:42]1.[Na+:32]>>[Cl:1][c:2]1[cH:3][c:4](-[c:12]2[s:13][c:14](-[c:17]3[c:18]([CH2:26][CH3:27])[c:19]([CH2:23][CH2:24][N:37]4[CH2:38][CH2:39][CH:40]([C:43](=[O:44])[O:45][CH2:46][CH3:47])[CH2:41][CH2:42]4)[cH:20][cH:21][cH:22]3)[cH:15][n:16]2)[cH:5][cH:6][c:7]1[O:8][CH:9]([CH3:10])[CH3:11]. Reactants: ClC=1C=C(C=CC1Cl)C1C(CNC1)N(C(CC1=CC=C(C=C1)F)=O)C (N-[(3RS,4SR)-4-(3,4-dichloro-phenyl)-pyrrolidin-3-yl]-2-(4-fluoro-phenyl)-N-methyl-acetamide), CC1=CC(=CN=N1)C(=O)O (6-methyl-pyridazine-4-carboxylic acid). Procedure details: In analogy to the procedure described for the synthesis of example 87 (step c), the title compound N-[(3RS,4SR)-4-(3,4-dichloro-phenyl)-1-(6-methyl-pyridazine-4-carbonyl)-pyrrolidin-3-yl]-2-(4-fluoro-phenyl)-N-methyl-acetamide was prepared from N-[(3RS,4SR)-4-(3,4-dichloro-phenyl)-pyrrolidin-3-yl]-2-(4-fluoro-phenyl)-N-methyl-acetamide using 6-methyl-pyridazine-4-carboxylic acid instead of 1-(1-methyl-cyclopropanecarbonyl)-piperidine-4-carboxylic acid and was obtained as a light yellow oil. MS m... The product is ClC=1C=C(C=CC1Cl)C1C(CN(C1)C(=O)C1=CN=NC(=C1)C)N(C(CC1=CC=C(C=C1)F)=O)C (N-[(3RS,4SR)-4-(3,4-dichloro-phenyl)-1-(6-methyl-pyridazine-4-carbonyl)-pyrrolidin-3-yl]-2-(4-fluoro-phenyl)-N-methyl-acetamide). As a reaction SMILES: [Cl:1][C:2]1[CH:3]=[C:4]([CH:9]2[CH2:13][NH:12][CH2:11][CH:10]2[N:14]([CH3:25])[C:15](=[O:24])[CH2:16][C:17]2[CH:22]=[CH:21][C:20]([F:23])=[CH:19][CH:18]=2)[CH:5]=[CH:6][C:7]=1[Cl:8].[CH3:26][C:27]1[N:32]=[N:31][CH:30]=[C:29]([C:33](O)=[O:34])[CH:28]=1>>[Cl:1][C:2]1[CH:3]=[C:4]([CH:9]2[CH2:13][N:12]([C:33]([C:29]3[CH:28]=[C:27]([CH3:26])[N:32]=[N:31][CH:30]=3)=[O:34])[CH2:11][CH:10]2[N:14]([CH3:25])[C:15](=[O:24])[CH2:16][C:17]2[CH:18]=[CH:19][C:20]([F:23])=[CH:21][CH:22]=2)[CH:5]=[CH:6][C:7]=1[Cl:8]. Starting materials: CO[C@]1([C@H](OCC1)C)C=1C=C(SC1)SC=1C=C2CCC(C2=CC1)=O (5-{4-[(2R,3S)-3-methoxy-2-methyltetrahydrofuran-3-yl]thien-2-ylthio}indan-1-one), Cl.NO (hydroxylamine hydrochloride). Product: CO[C@]1([C@H](OCC1)C)C=1C=C(SC1)SC=1C=C2CC\C(\C2=CC1)=N/O ((E)-5-{4-[(2R,3S)-3-methoxy-2-methyltetrahydrofuran-3-yl]thien-2-ylthio}indan-1-one oxime). Yield: 87.0%. RXN SMILES: [CH3:1][O:2][C@:3]1([C:9]2[CH:10]=[C:11]([S:14][C:15]3[CH:16]=[C:17]4[C:21](=[CH:22][CH:23]=3)[C:20](=O)[CH2:19][CH2:18]4)[S:12][CH:13]=2)[CH2:7][CH2:6][O:5][C@@H:4]1[CH3:8].Cl.[NH2:26][OH:27]>>[CH3:1][O:2][C@:3]1([C:9]2[CH:10]=[C:11]([S:14][C:15]3[CH:16]=[C:17]4[C:21](=[CH:22][CH:23]=3)/[C:20](=[N:26]/[OH:27])/[CH2:19][CH2:18]4)[S:12][CH:13]=2)[CH2:7][CH2:6][O:5][C@@H:4]1[CH3:8] |f:1.2|. Procedure details: Using an analogous procedure to that described in Example 66, 5-{4-[(2R,3S)-3-methoxy-2-methyltetrahydrofuran-3-yl]thien-2-ylthio}indan-1-one was reacted with hydroxylamine hydrochloride to give (E)-5-{4-[(2R,3S)-3-methoxy-2-methyltetrahydrofuran-3-yl]thien-2-ylthio}indan-1-one oxime in 87% yield, m.p. 140°-142° C. As a reaction SMILES: [Br:24][N:25]1[C:26](=[O:27])[CH2:28][CH2:29][C:30]1=[O:31].[C:32](#[N:33])[N:34]([CH3:35])[CH3:36].[C:37]([Cl:38])([Cl:39])([Cl:40])[Cl:41].[CH3:1][c:2]1[cH:3][cH:4][c:5](-[c:8]2[cH:9][cH:10][c:11]([C:14](=[O:15])[c:16]3[cH:17][c:18]([Cl:23])[c:19]([Cl:22])[cH:20][cH:21]3)[cH:12][cH:13]2)[cH:6][cH:7]1>>[CH2:1]([c:2]1[cH:3][cH:4][c:5](-[c:8]2[cH:9][cH:10][c:11]([C:14](=[O:15])[c:16]3[cH:17][c:18]([Cl:23])[c:19]([Cl:22])[cH:20][cH:21]3)[cH:12][cH:13]2)[cH:6][cH:7]1)[Br:24]. The product is O=C(c1ccc(-c2ccc(CBr)cc2)cc1)c1ccc(Cl)c(Cl)c1. Reactants: O=C1CCC(=O)N1Br, CN(C)C#N, ClC(Cl)(Cl)Cl, Cc1ccc(-c2ccc(C(=O)c3ccc(Cl)c(Cl)c3)cc2)cc1. The reactants are [BH3-]C#N, CC(N)C(=O)N1CCCC1C(=O)O, [Na+], NC(=O)C(=O)CCc1ccccc1. The product is CC(NC(CCc1ccccc1)C(N)=O)C(=O)N1CCCC1C(=O)O. Reaction SMILES: [C:27]([BH3-:28])#[N:29].[NH2:14][CH:15]([CH3:16])[C:17](=[O:18])[N:19]1[CH:20]([C:21](=[O:22])[OH:23])[CH2:24][CH2:25][CH2:26]1.[Na+:30].[O:1]=[C:2]([C:3](=[O:4])[NH2:5])[CH2:6][CH2:7][c:8]1[cH:9][cH:10][cH:11][cH:12][cH:13]1>>[CH:2]([C:3](=[O:4])[NH2:5])([CH2:6][CH2:7][c:8]1[cH:9][cH:10][cH:11][cH:12][cH:13]1)[NH:14][CH:15]([CH3:16])[C:17](=[O:18])[N:19]1[CH:20]([C:21](=[O:22])[OH:23])[CH2:24][CH2:25][CH2:26]1.